This data is from the Open Reaction Database (ORD), a public repository of structured organic reaction records. The task is: describe an organic reaction: reactants, conditions, products, and yield Reactants: C(C1=CC=CC=C1)OC1=CC=C(OC2=CC=C(C=C2)C=2N=C(NC2)COC2=CC=CC=C2)C=C1 (4-{4-[4-(benzyloxy)phenoxy]phenyl}-2-(phenoxymethyl)-1H-imidazole). The reagents and catalysts are [Pd] (palladium). The solvent is C(C)O (ethanol). Run at time 24 hour. Product: O(C1=CC=CC=C1)CC=1NC=C(N1)C1=CC=C(OC2=CC=C(C=C2)O)C=C1 (4-{4-[2-(phenoxymethyl)-1H-imidazol-4-yl]phenoxy}phenol). As a reaction SMILES: C([O:8][C:9]1[CH:34]=[CH:33][C:12]([O:13][C:14]2[CH:19]=[CH:18][C:17]([C:20]3[N:21]=[C:22]([CH2:25][O:26][C:27]4[CH:32]=[CH:31][CH:30]=[CH:29][CH:28]=4)[NH:23][CH:24]=3)=[CH:16][CH:15]=2)=[CH:11][CH:10]=1)C1C=CC=CC=1>C(O)C.[Pd]>[O:26]([CH2:25][C:22]1[NH:23][CH:24]=[C:20]([C:17]2[CH:18]=[CH:19][C:14]([O:13][C:12]3[CH:11]=[CH:10][C:9]([OH:8])=[CH:34][CH:33]=3)=[CH:15][CH:16]=2)[N:21]=1)[C:27]1[CH:32]=[CH:31][CH:30]=[CH:29][CH:28]=1. Reported procedure: In a 100 ml reactor, 138 mg of 4-{4-[4-(benzyloxy)phenoxy]phenyl}-2-(phenoxymethyl)-1H-imidazole (0.0003 mol) in 10 ml of ethanol with a catalytic quantity of palladium adsorbed on carbon (10% by mass), are hydrogenated for 24 hours under a hydrogen pressure of 4 bars. The reaction medium is filtered on a millipore filter then rinsed with ethanol and evaporated to dryness. The residue is triturated with diethyl ether and the mixture is stirred in diethyl ether and the solid is filtered. The prod... Reactants: O=C([O-])[O-], CN(C)C=O, ClCc1cn2c(Cl)cccc2n1, Cl, [K+], [K+], O, O=Cc1ccc(O)cc1. Yields the product O=Cc1ccc(OCc2cn3c(Cl)cccc3n2)cc1. As a reaction SMILES: [C:23](=[O:24])([O-:25])[O-:26].[CH3:29][N:30]([CH3:31])[CH:32]=[O:33].[Cl:2][c:3]1[cH:4][cH:5][cH:6][c:7]2[n:8]1[cH:9][c:10]([CH2:12][Cl:13])[n:11]2.[ClH:1].[K+:27].[K+:28].[OH2:34].[OH:14][c:15]1[cH:16][cH:17][c:18]([CH:19]=[O:20])[cH:21][cH:22]1>>[Cl:2][c:3]1[cH:4][cH:5][cH:6][c:7]2[n:8]1[cH:9][c:10]([CH2:12][O:14][c:15]1[cH:16][cH:17][c:18]([CH:19]=[O:20])[cH:21][cH:22]1)[n:11]2. Reactants: BrCc1ccccc1, O=C([O-])[O-], CN(C)C=O, [K+], [K+], CCOC(=O)CCCCc1ccc(O)c(OC)c1. Product: CCOC(=O)CCCCc1ccc(OCc2ccccc2)c(OC)c1. Reaction SMILES: [Br:19][CH2:20][c:21]1[cH:22][cH:23][cH:24][cH:25][cH:26]1.[C:27](=[O:28])([O-:29])[O-:30].[CH3:33][N:34]([CH3:35])[CH:36]=[O:37].[K+:31].[K+:32].[OH:1][c:2]1[c:3]([O:17][CH3:18])[cH:4][c:5]([CH2:8][CH2:9][CH2:10][CH2:11][C:12](=[O:13])[O:14][CH2:15][CH3:16])[cH:6][cH:7]1>>[O:1]([c:2]1[c:3]([O:17][CH3:18])[cH:4][c:5]([CH2:8][CH2:9][CH2:10][CH2:11][C:12](=[O:13])[O:14][CH2:15][CH3:16])[cH:6][cH:7]1)[CH2:20][c:21]1[cH:22][cH:23][cH:24][cH:25][cH:26]1. The reactants are CNc1ccccc1C(=O)N1CCCC1C(=O)O, C1CCOC1. Yields the product CN1C(=O)C2CCCN2C(=O)c2ccccc21. As a reaction SMILES: [CH3:1][NH:2][c:3]1[c:4]([C:5](=[O:6])[N:7]2[CH:8]([C:9](=[O:10])[OH:11])[CH2:12][CH2:13][CH2:14]2)[cH:15][cH:16][cH:17][cH:18]1.[O:19]1[CH2:20][CH2:21][CH2:22][CH2:23]1>>[CH3:1][N:2]1[c:3]2[c:4]([cH:15][cH:16][cH:17][cH:18]2)[C:5](=[O:6])[N:7]2[CH:8]([C:9]1=[O:10])[CH2:12][CH2:13][CH2:14]2. The product is SC1=NC2=CC=CC=C2N=C1C (2-mercapto-3-methylquinoxaline). Reaction SMILES: O[C:2]1[C:11]([CH3:12])=[N:10][C:9]2[C:4](=[CH:5][CH:6]=[CH:7][CH:8]=2)[N:3]=1.P12(SP3(SP(SP(S3)(S1)=S)(=S)S2)=S)=[S:14]>N1C=CC=CC=1>[SH:14][C:2]1[C:11]([CH3:12])=[N:10][C:9]2[C:4](=[CH:5][CH:6]=[CH:7][CH:8]=2)[N:3]=1. Procedure: 2-Hydroxy-3-methylquinoxaline (2 g) and phosphorus pentasulphide (3.05 g) were stirred together in 40 ml of pyridine and the reaction mixture heated to reflux. Solvent: N1=CC=CC=C1 (pyridine). The reactants are OC1=NC2=CC=CC=C2N=C1C (2-Hydroxy-3-methylquinoxaline), P12(=S)SP3(=S)SP(=S)(S1)SP(=S)(S2)S3 (phosphorus pentasulphide). As a reaction SMILES: [C:1]([N:4]1[CH2:9][CH2:8][N:7]([C:10]2[CH:11]=[CH:12][C:13]([NH:16][C:17](=[O:34])[CH2:18][C:19]3[CH:24]=[CH:23][C:22](B4OC(C)(C)C(C)(C)O4)=[CH:21][CH:20]=3)=[N:14][CH:15]=2)[CH2:6][CH2:5]1)(=[O:3])[CH3:2].Cl[C:36]1[CH:41]=[C:40]([CH3:42])[N:39]=[CH:38][N:37]=1.[O-]P([O-])([O-])=O.[K+].[K+].[K+]>>[C:1]([N:4]1[CH2:9][CH2:8][N:7]([C:10]2[CH:11]=[CH:12][C:13]([NH:16][C:17](=[O:34])[CH2:18][C:19]3[CH:20]=[CH:21][C:22]([C:36]4[CH:41]=[C:40]([CH3:42])[N:39]=[CH:38][N:37]=4)=[CH:23][CH:24]=3)=[N:14][CH:15]=2)[CH2:6][CH2:5]1)(=[O:3])[CH3:2] |f:2.3.4.5|. Product: C(C)(=O)N1CCN(CC1)C=1C=CC(=NC1)NC(CC1=CC=C(C=C1)C1=NC=NC(=C1)C)=O (N-(5-(4-acetylpiperazin-1-yl)pyridin-2-yl)-2-(4-(6-methylpyrimidin-4-yl)phenyl)acetamide). Run at temperature 110 celsius. Procedure: A mixture of N-(5-(4-acetylpiperazin-1-yl)pyridin-2-yl)-2-(4-(4,4,5,5-tetramethyl-1,3,2-dioxaborolan-2-yl)phenyl)acetamide 196-1 (20 mg, 0.04 mmol), 4-chloro-6-methylpyrimidine 198-1 (8 mg, 0.06 mmol) Pd(PPh3)4 (2 mg, 0.002 mmol) and K3PO4 (25 mg, 0.12 mmol) in dioaxane (0.6 mL) was flushed with nitrogen and heated to 110° C. for 2 hours. The salt was removed by filtration and the filtrate was taken to dryness by rotary evaporation. The residue was purified by reverse phase HPLC to give N-(5-(4-... Reactants: C(C)(=O)N1CCN(CC1)C=1C=CC(=NC1)NC(CC1=CC=C(C=C1)B1OC(C(O1)(C)C)(C)C)=O (N-(5-(4-acetylpiperazin-1-yl)pyridin-2-yl)-2-(4-(4,4,5,5-tetramethyl-1,3,2-dioxaborolan-2-yl)phenyl)acetamide), ClC1=NC=NC(=C1)C (4-chloro-6-methylpyrimidine), [O-]P(=O)([O-])[O-].[K+].[K+].[K+] (K3PO4). Starting materials: BrCCC1=CC=CC=C1 (2-bromoethylbenzene), COC=1C=C(C=CC1OC)C1=NNC([C@H]2CCCC[C@@H]12)=O ((cis)-4-(3,4-Dimethoxyphenyl)-4a,5,6,7,8,8a-hexahydro-2H-phthalazin-1-one), C(C1=CC=CC=C1)N1C([C@H]2CCCC[C@H]2C(=N1)C1=CC(=C(C=C1)OC)OC)=O ((cis)-2-Benzyl-4-(3,4-dimethoxyphenyl)-4a,5,6,7,8,8a-hexahydro-2H-phthalazin-1-one). Product: COC=1C=C(C=CC1OC)C1=NN(C([C@H]2CCCC[C@@H]12)=O)CCC1=CC=CC=C1 ((cis)-4-(3,4-Dimethoxyphenyl)-2-(2-phenylethyl)-4a,5,6,7,8,8a-hexahydro-2H-phthalazin-1-one). RXN SMILES: Br[CH2:2][CH2:3][C:4]1[CH:9]=[CH:8][CH:7]=[CH:6][CH:5]=1.[CH3:10][O:11][C:12]1[CH:13]=[C:14]([C:20]2[C@H:29]3[C@H:24]([CH2:25][CH2:26][CH2:27][CH2:28]3)[C:23](=[O:30])[NH:22][N:21]=2)[CH:15]=[CH:16][C:17]=1[O:18][CH3:19].C(N1N=C(C2C=CC(OC)=C(OC)C=2)[C@H]2[C@H](CCCC2)C1=O)C1C=CC=CC=1>>[CH3:10][O:11][C:12]1[CH:13]=[C:14]([C:20]2[C@H:29]3[C@H:24]([CH2:25][CH2:26][CH2:27][CH2:28]3)[C:23](=[O:30])[N:22]([CH2:2][CH2:3][C:4]3[CH:9]=[CH:8][CH:7]=[CH:6][CH:5]=3)[N:21]=2)[CH:15]=[CH:16][C:17]=1[O:18][CH3:19]. Procedure details: Prepared from 2-bromoethylbenzene and compound 1 as described for compound 78. Purified by chromatography [ethyl acetate: petroleum ether (60°-80° C.)/1:3]. Crystallized from methanol. M.p. 99°-100° C.